This data is from the Open Reaction Database (ORD), a public repository of structured organic reaction records. The task is: describe an organic reaction: reactants, conditions, products, and yield The reactants are COc1ccc(C(=O)N2c3ccccc3C(O)CC2C)cc1OC, c1ccc2c(c1)CCCCN2. The product is COc1ccc(C(=O)N2c3ccccc3C(N3CCCCc4ccccc43)CC2C)cc1OC. As a reaction SMILES: [CH3:1][O:2][c:3]1[cH:4][c:5]([C:6](=[O:7])[N:8]2[CH:9]([CH3:19])[CH2:10][CH:11]([OH:18])[c:12]3[cH:13][cH:14][cH:15][cH:16][c:17]32)[cH:20][cH:21][c:22]1[O:23][CH3:24].[NH:25]1[CH2:26][CH2:27][CH2:28][CH2:29][c:30]2[c:31]1[cH:32][cH:33][cH:34][cH:35]2>>[CH3:1][O:2][c:3]1[cH:4][c:5]([C:6](=[O:7])[N:8]2[CH:9]([CH3:19])[CH2:10][CH:11]([N:25]3[CH2:26][CH2:27][CH2:28][CH2:29][c:30]4[c:31]3[cH:32][cH:33][cH:34][cH:35]4)[c:12]3[cH:13][cH:14][cH:15][cH:16][c:17]32)[cH:20][cH:21][c:22]1[O:23][CH3:24].